Task: describe an organic reaction: reactants, conditions, products, and yield. Dataset: the Open Reaction Database (ORD), a public repository of structured organic reaction records The reactants are BrC=1C=C(C=O)C=CC1 (3-Bromobenzaldehyde), C(CC(=O)O)(=O)O (malonic acid), Cl (hydrochloric acid). Reagents/catalysts: N1CCCCC1 (piperidine). The solvent is N1=CC=CC=C1 (pyridine). Run at temperature 100 celsius. Product: BrC=1C=C(C=CC1)C=CC(=O)O (3-(3-Bromophenyl)acrylic acid). The yield is 94.4%. RXN SMILES: [Br:1][C:2]1[CH:3]=[C:4]([CH:7]=[CH:8][CH:9]=1)[CH:5]=O.C(O)(=O)[CH2:11][C:12]([OH:14])=[O:13].Cl>N1CCCCC1.N1C=CC=CC=1>[Br:1][C:2]1[CH:3]=[C:4]([CH:5]=[CH:11][C:12]([OH:14])=[O:13])[CH:7]=[CH:8][CH:9]=1. Procedure details: 3-Bromobenzaldehyde (10.0 g, 54 mmol), malonic acid (10.1 g, 97 mmol) and piperidine (0.267 mL, 2.7 mmol) are treated with pyridine (30 mL) and heated at 100° C. for 3.5 h. The reaction mixture is cooled to room temperature, poured into 200 ml of 20% hydrochloric acid at 0° C.; the resultant precipitate is collected, washed with copious amounts of water and dried in a vacuum dessicator overnight to afford the title compound (11.64 g, 51 mmol). Starting materials: O[C@H](C)[C@@H]1[C@@H]2N([C@H](C([C@@H]2C)=O)C(=O)OCC2=CC=C(C=C2)[N+](=O)[O-])C1=O (4-nitrobenzyl (1R,3R,5R,6S)-6-((1R)-1-hydroxyethyl)-1-methyl-2-oxo-1-carbapenam-3-carboxylate), [Si](C)(C)(C(C)(C)C)OCC=1C=C(C=NC1)C(=O)C=1N=CN2C1SC(=C2)[Sn](CCCC)(CCCC)CCCC (7-[5-(t-butyldimethylsilyloxymethyl)pyridin-3-yl]carbonyl-2-(tri-n-butylstannyl)imidazo[5,1-b]thiazole). The product is [Si](C)(C)(C(C)(C)C)OCC=1C=C(C=NC1)C(=O)C=1N=CN2C1SC(=C2)C=2[C@@H]([C@H]1N(C2C(=O)OCC2=CC=C(C=C2)[N+](=O)[O-])C([C@@H]1[C@@H](C)O)=O)C (4-Nitrobenzyl (1S,5R,6S)-2-[7-[5-(t-butyldimethylsilyloxymethyl)pyridin-3-yl]carbonylimidazo[5,1-b]-thiazol-2-yl]-6-((1R)-1-hydroxyethyl)-1-methyl-1-carbapen-2-em-3-carboxylate). Yield: 70.5%. Reaction SMILES: [OH:1][C@@H:2]([C@H:4]1[C:25](=[O:26])[N:6]2[C@@H:7]([C:12]([O:14][CH2:15][C:16]3[CH:21]=[CH:20][C:19]([N+:22]([O-:24])=[O:23])=[CH:18][CH:17]=3)=[O:13])[C:8](=O)[C@H:9]([CH3:10])[C@H:5]12)[CH3:3].[Si:27]([O:34][CH2:35][C:36]1[CH:37]=[C:38]([C:42]([C:44]2[N:45]=[CH:46][N:47]3[CH:51]=[C:50]([Sn](CCCC)(CCCC)CCCC)[S:49][C:48]=23)=[O:43])[CH:39]=[N:40][CH:41]=1)([C:30]([CH3:33])([CH3:32])[CH3:31])([CH3:29])[CH3:28]>>[Si:27]([O:34][CH2:35][C:36]1[CH:37]=[C:38]([C:42]([C:44]2[N:45]=[CH:46][N:47]3[CH:51]=[C:50]([C:8]4[C@H:9]([CH3:10])[C@@H:5]5[C@@H:4]([C@H:2]([OH:1])[CH3:3])[C:25](=[O:26])[N:6]5[C:7]=4[C:12]([O:14][CH2:15][C:16]4[CH:21]=[CH:20][C:19]([N+:22]([O-:24])=[O:23])=[CH:18][CH:17]=4)=[O:13])[S:49][C:48]=23)=[O:43])[CH:39]=[N:40][CH:41]=1)([C:30]([CH3:31])([CH3:32])[CH3:33])([CH3:29])[CH3:28]. Reported procedure: 4-Nitrobenzyl (1S,5R,6S)-2-[7-[5-(t-butyldimethylsilyloxymethyl)pyridin-3-yl]carbonylimidazo[5,1-b]-thiazol-2-yl]-6-((1R)-1-hydroxyethyl)-1-methyl-1-carbapen-2-em-3-carboxylate (707 mg) was prepared in the same manner as in step a) of Example 1, except that 509 mg of 4-nitrobenzyl (1R,3R,5R,6S)-6-((1R)-1-hydroxyethyl)-1-methyl-2-oxo-1-carbapenam-3-carboxylate and 926 mg of 7-[5-(t-butyldimethylsilyloxymethyl)pyridin-3-yl]carbonyl-2-(tri-n-butylstannyl)imidazo[5,1-b]thiazole were used as the star...